Dataset: the Open Reaction Database (ORD), a public repository of structured organic reaction records. Task: describe an organic reaction: reactants, conditions, products, and yield The reactants are [N+](=O)([O-])C1=CC=C2C=CNC2=C1 (6-nitroindole), BrCCOCC (1-bromo-2-ethoxy-ethane). Run in CC#N (CH3CN). Product: C(C)OCCC1=CNC2=CC(=CC=C12)N (3-(2-Ethoxy-ethyl)-1H-indol-6-ylamine). As a reaction SMILES: [N+:1]([C:4]1[CH:12]=[C:11]2[C:7]([CH:8]=[CH:9][NH:10]2)=[CH:6][CH:5]=1)([O-])=O.Br[CH2:14][CH2:15][O:16][CH2:17][CH3:18]>CC#N>[CH2:15]([O:16][CH2:17][CH2:18][C:8]1[C:7]2[C:11](=[CH:12][C:4]([NH2:1])=[CH:5][CH:6]=2)[NH:10][CH:9]=1)[CH3:14]. Procedure details: 3-(2-Ethoxy-ethyl)-1H-indol-6-ylamine (B-16) was synthesized following the general scheme above starting from 6-nitroindole and 1-bromo-2-ethoxy-ethane. Overall yield (15%). HPLC ret. time 1.56 min, 10-99% CH3CN, 5 min run; ESI-MS 205.1 m/z (MH+). Starting materials: CC12C(=C(C(C=C1)O2)C(F)(F)F)C(F)(F)F (1-Methyl-2,3-bis(trifluoromethyl)-7-oxabicyclo[2.2.1]hepta-2,5-diene), C([O-])([O-])=O.[K+].[K+] (potassium carbonate). Product: CC1=C(C(=C(C=C1)O)C(F)(F)F)C(F)(F)F (4-Methyl-2,3-bis(trifluoromethyl)phenol). Isolated yield 85.2%. As a reaction SMILES: [CH3:1][C:2]12[O:8][CH:5]([CH:6]=[CH:7]1)[C:4]([C:9]([F:12])([F:11])[F:10])=[C:3]2[C:13]([F:16])([F:15])[F:14].C(=O)([O-])[O-].[K+].[K+]>>[CH3:1][C:2]1[CH:7]=[CH:6][C:5]([OH:8])=[C:4]([C:9]([F:12])([F:11])[F:10])[C:3]=1[C:13]([F:14])([F:15])[F:16] |f:1.2.3|. Procedure details: A mixture of Example 359A (12.0 g, 0.05 mol) and boron trifluoride-diethyl ether complex (150 mL) was stirred at room temp overnight, then neutralized carefully with 20% aqueous potassium carbonate, then the mixture was extracted with ether. The ether layer was dried over MgSO4 and evaporated under reduced pressure to afford 10.4 g (85%) of the title compound.